From a dataset of the Open Reaction Database (ORD), a public repository of structured organic reaction records. describe an organic reaction: reactants, conditions, products, and yield Starting materials: O=C(NC1CC=C(Br)CNC1=O)OCc1ccccc1, CC(=O)[O-], CC(=O)[O-], CN(C)C=O, [Na+], [Na+], [Na+], [Na+], [Na+], O=C([O-])[O-], O, OB(O)c1ccc(O)cc1, [Pd+2], O=S(=O)([O-])c1cccc(P(c2cccc(S(=O)(=O)[O-])c2)c2cccc(S(=O)(=O)[O-])c2)c1. The product is O=C(NC1CC=C(c2ccc(O)cc2)CNC1=O)OCc1ccccc1. Reaction SMILES: [Br:1][C:2]1=[CH:3][CH2:4][CH:5]([NH:10][C:11]([O:12][CH2:13][c:14]2[cH:15][cH:16][cH:17][cH:18][cH:19]2)=[O:20])[C:6](=[O:9])[NH:7][CH2:8]1.[C:77]([O-:78])(=[O:79])[CH3:80].[C:82]([O-:83])(=[O:84])[CH3:85].[CH3:71][N:72]([CH3:73])[CH:74]=[O:75].[Na+:31].[Na+:32].[Na+:68].[Na+:69].[Na+:70].[O-:33][C:34](=[O:35])[O-:36].[OH2:76].[OH:21][c:22]1[cH:23][cH:24][c:25]([B:28]([OH:29])[OH:30])[cH:26][cH:27]1.[Pd+2:81].[S:37]([c:38]1[cH:39][c:40]([P:41]([c:42]2[cH:43][cH:44][cH:45][c:46]([S:47]([O-:48])(=[O:49])=[O:50])[cH:51]2)[c:52]2[cH:53][c:54]([S:55]([O-:56])(=[O:57])=[O:58])[cH:59][cH:60][cH:61]2)[cH:62][cH:63][cH:64]1)([O-:65])(=[O:66])=[O:67]>>[C:2]1([c:25]2[cH:24][cH:23][c:22]([OH:21])[cH:27][cH:26]2)=[CH:3][CH2:4][CH:5]([NH:10][C:11]([O:12][CH2:13][c:14]2[cH:15][cH:16][cH:17][cH:18][cH:19]2)=[O:20])[C:6](=[O:9])[NH:7][CH2:8]1. The reactants are ClC1=C(C=CC(=C1)Cl)S(=O)(=O)Cl (2,4-Dichlorobenzenesulfonyl chloride), ice, CN1N=C(C=C1O)C(F)(F)F (1-methyl-3-(trifluoromethyl)pyrazol-5-ol). Run in N1=CC=CC=C1 (pyridine). Run at time 8 hour. Product: ClC1=C(C=CC(=C1)Cl)S(=O)(=O)OC1=CC(=NN1C)C(F)(F)F (1-methyl-3-(trifluoromethyl)pyrazol-5-yl 2,4-dichlorobenzenesulfonate). The yield is 65.0%. RXN SMILES: [Cl:1][C:2]1[CH:7]=[C:6]([Cl:8])[CH:5]=[CH:4][C:3]=1[S:9](Cl)(=[O:11])=[O:10].[CH3:13][N:14]1[C:18]([OH:19])=[CH:17][C:16]([C:20]([F:23])([F:22])[F:21])=[N:15]1>N1C=CC=CC=1>[Cl:1][C:2]1[CH:7]=[C:6]([Cl:8])[CH:5]=[CH:4][C:3]=1[S:9]([O:19][C:18]1[N:14]([CH3:13])[N:15]=[C:16]([C:20]([F:21])([F:22])[F:23])[CH:17]=1)(=[O:11])=[O:10]. Reported procedure: 2,4-Dichlorobenzenesulfonyl chloride (245 mg, 1.0 mmol) was added in portions to an ice-cold solution of 1-methyl-3-(trifluoromethyl)pyrazol-5-ol (166 mg, 1.0 mmol) in anhydrous pyridine (5 mL). The resulting solution was stirred at room temperature overnight, and poured onto ice-water. The mixture obtained is stirred for 1 h, and the precipitate formed filtered, yielding 244 mg (65% yield) of the desired product. NMR (δ, CDCl3): 8.0 (1H, d, J=8.5 Hz); 7.65 (1H, d, J=2.1 Hz); 7.4 (1H, dd, J=8.5;... Reactants: CC(C(=O)O)(CCCC)CC (2-methyl-2-ethyl-hexanoic acid), S(=O)(Cl)Cl (thionyl chloride). Product: CC(C(=O)Cl)(CCCC)CC (2-methyl-2-ethyl-hexanoyl chloride). Isolated yield 90.6%. RXN SMILES: [CH3:1][C:2]([CH2:10][CH3:11])([CH2:6][CH2:7][CH2:8][CH3:9])[C:3](O)=[O:4].S(Cl)([Cl:14])=O>>[CH3:1][C:2]([CH2:10][CH3:11])([CH2:6][CH2:7][CH2:8][CH3:9])[C:3]([Cl:14])=[O:4]. Procedure: 316 gm (2moles) of 2-methyl-2-ethyl-hexanoic acid were heated to boiling with 357 gm (3 moles) of thionyl chloride under agitation until the evolution of gas had ended. The surplus thionyl chloride was distilled off and the residue was fractionated in vacuo. 320 gm (90% of theory) of 2-methyl-2-ethyl-hexanoyl chloride of b.p. 78° C. at 13 mmHg were obtained. Reaction SMILES: [Br:1][c:2]1[cH:3][cH:4][c:5]([S:8](=[O:9])(=[O:10])[NH:11][c:12]2[s:13][cH:14][cH:15][n:16]2)[cH:6][cH:7]1.[C:31]([P:32]([C:33]([CH3:34])([CH3:35])[CH3:36])[c:37]1[cH:38][cH:39][cH:40][cH:41][c:42]1-[c:43]1[cH:44][cH:45][cH:46][cH:47][cH:48]1)([CH3:49])([CH3:50])[CH3:51].[CH3:115][CH2:116][O:117][C:118]([CH3:119])=[O:120].[CH3:122][c:123]1[cH:124][cH:125][cH:126][cH:127][cH:128]1.[CH3:52][C:53]([CH3:54])([O-:55])[CH3:56].[ClH:58].[NH:17]1[CH2:18][CH2:19][CH:20]([NH:23][C:24]([O:25][C:26]([CH3:27])([CH3:28])[CH3:29])=[O:30])[CH2:21][CH2:22]1.[Na+:57].[O:61]=[C:62]([CH:63]=[CH:64][c:65]1[cH:66][cH:67][cH:68][cH:69][cH:70]1)[CH:71]=[CH:72][c:73]1[cH:74][cH:75][cH:76][cH:77][cH:78]1.[O:79]=[C:80]([CH:81]=[CH:82][c:83]1[cH:84][cH:85][cH:86][cH:87][cH:88]1)[CH:89]=[CH:90][c:91]1[cH:92][cH:93][cH:94][cH:95][cH:96]1.[O:97]=[C:98]([CH:99]=[CH:100][c:101]1[cH:102][cH:103][cH:104][cH:105][cH:106]1)[CH:107]=[CH:108][c:109]1[cH:110][cH:111][cH:112][cH:113][cH:114]1.[OH2:121].[Pd:59].[Pd:60]>>[c:2]1([N:17]2[CH2:18][CH2:19][CH:20]([NH:23][C:24]([O:25][C:26]([CH3:27])([CH3:28])[CH3:29])=[O:30])[CH2:21][CH2:22]2)[cH:3][cH:4][c:5]([S:8](=[O:9])(=[O:10])[NH:11][c:12]2[s:13][cH:14][cH:15][n:16]2)[cH:6][cH:7]1. The reactants are O=S(=O)(Nc1nccs1)c1ccc(Br)cc1, CC(C)(C)P(c1ccccc1-c1ccccc1)C(C)(C)C, CCOC(C)=O, Cc1ccccc1, CC(C)(C)[O-], Cl, CC(C)(C)OC(=O)NC1CCNCC1, [Na+], O=C(C=Cc1ccccc1)C=Cc1ccccc1, O=C(C=Cc1ccccc1)C=Cc1ccccc1, O=C(C=Cc1ccccc1)C=Cc1ccccc1, O, [Pd], [Pd]. Yields the product CC(C)(C)OC(=O)NC1CCN(c2ccc(S(=O)(=O)Nc3nccs3)cc2)CC1. Reactants: COC(C(C=1C=C2CC(CC2=CC1Cl)(C)CC)=O)=O (2-ethyl-6-chloro-2-methyl-α-oxo-5-indanacetic acid methyl ester), [H][H] (hydrogen). The reagents and catalysts are [Pt](=O)=O (platinum(IV) oxide). The solvent is S(O)(O)(=O)=O (sulphuric acid), CO (methanol). Product: COC(CC=1C=C2CC(CC2=CC1Cl)(C)CC)=O (2-ethyl-6-chloro-2-methyl-5-indanacetic acid methyl ester). RXN SMILES: [CH3:1][O:2][C:3](=[O:19])[C:4](=O)[C:5]1[CH:6]=[C:7]2[C:11](=[CH:12][C:13]=1[Cl:14])[CH2:10][C:9]([CH2:16][CH3:17])([CH3:15])[CH2:8]2.[H][H]>CO.S(=O)(=O)(O)O.[Pt](=O)=O>[CH3:1][O:2][C:3](=[O:19])[CH2:4][C:5]1[CH:6]=[C:7]2[C:11](=[CH:12][C:13]=1[Cl:14])[CH2:10][C:9]([CH2:16][CH3:17])([CH3:15])[CH2:8]2. Reported procedure: A solution of 5.2 g of 2-ethyl-6-chloro-2-methyl-α-oxo-5-indanacetic acid methyl ester in 100 cc of methanol and 10 cc of concentrated sulphuric acid is hydrogenated at 45° and a hydrogen pressure of 5 atmospheres with the addition of 1.0 g of platinum(IV) oxide. After the take up of the theoretic amount of hydrogen the catalyst is filtered off, the solution is diluted with a 5% sodium bicarbonate solution and extracted with ether. The extract is washed with water, dried over sodium sulphate and... Reactants: [Br-], CC[Mg+], CCOC(=O)C(=Cc1ccc(NC(=O)OC(C)(C)C)nc1)C(=O)OCC, CCOCC, [Cl-], I[Cu]I, N, [NH4+], C1CCOC1. Product: CCOC(=O)C(C(=O)OCC)C(CC)c1ccc(NC(=O)OC(C)(C)C)nc1. Reaction SMILES: [Br-:1].[CH2:2]([CH3:3])[Mg+:4].[CH2:5]([CH3:6])[O:7][C:8]([C:9]([C:10](=[O:11])[O:12][CH2:13][CH3:14])=[CH:15][c:16]1[cH:17][n:18][c:19]([NH:22][C:23](=[O:24])[O:25][C:26]([CH3:27])([CH3:28])[CH3:29])[cH:20][cH:21]1)=[O:30].[CH3:33][CH2:34][O:35][CH2:36][CH3:37].[Cl-:31].[Cu:44]([I:45])[I:46].[NH3:43].[NH4+:32].[O:38]1[CH2:39][CH2:40][CH2:41][CH2:42]1>>[CH2:2]([CH3:3])[CH:15]([CH:9]([C:8]([O:7][CH2:5][CH3:6])=[O:30])[C:10](=[O:11])[O:12][CH2:13][CH3:14])[c:16]1[cH:17][n:18][c:19]([NH:22][C:23](=[O:24])[O:25][C:26]([CH3:27])([CH3:28])[CH3:29])[cH:20][cH:21]1.